From a dataset of the Open Reaction Database (ORD), a public repository of structured organic reaction records. describe an organic reaction: reactants, conditions, products, and yield The reactants are ClC=1C=CC(=NC1)OC1=C(C=CC=C1)O (2-(5-chloropyridin-2-yloxy)phenol), ClC1=NC=C(C=C1)[N+](=O)[O-] (2-chloro-5-nitropyridine), C([O-])([O-])=O.[K+].[K+] (potassium carbonate), C(C)C(=O)C (methyl ethyl ketone). Run in CCCCCC (hexane), O (water). Yields the product ClC=1C=CC(=NC1)OC1=C(C=CC=C1)OC1=NC=C(C=C1)[N+](=O)[O-] (5-Chloro-2-[2(5-nitropyridin-2-yloxy)phenoxy]pyridine). Reaction SMILES: [Cl:1][C:2]1[CH:3]=[CH:4][C:5]([O:8][C:9]2[CH:14]=[CH:13][CH:12]=[CH:11][C:10]=2[OH:15])=[N:6][CH:7]=1.Cl[C:17]1[CH:22]=[CH:21][C:20]([N+:23]([O-:25])=[O:24])=[CH:19][N:18]=1.C(=O)([O-])[O-].[K+].[K+].C(C(C)=O)C>CCCCCC.O>[Cl:1][C:2]1[CH:3]=[CH:4][C:5]([O:8][C:9]2[CH:14]=[CH:13][CH:12]=[CH:11][C:10]=2[O:15][C:17]2[CH:22]=[CH:21][C:20]([N+:23]([O-:25])=[O:24])=[CH:19][N:18]=2)=[N:6][CH:7]=1 |f:2.3.4|. Reported procedure: A mixture of 1.5 grams (0.0068 mole) 2-(5-chloropyridin-2-yloxy)phenol, 1.3 grams 2-chloro-5-nitropyridine, 1.0 grams potassium carbonate, and 40 ml of methyl ethyl ketone was heated at reflux overnight. Excess water was added and the aqueous mixture extracted with 200 ml of ethyl ether. The ether extract was washed with saturated NaHCO3, H2O, brine, dried (MgSO4), filtered, and the solvent was evaporated to yield a solid which was suspended in hexane and filtered. Yield 1.4 grams, m.p. 82°-84°;...